From a dataset of the Open Reaction Database (ORD), a public repository of structured organic reaction records. describe an organic reaction: reactants, conditions, products, and yield Reactants: NC=1N(C(C2(N1)CC(OC1=CC=C(C=C12)Br)C1=CC=CC=C1)=O)CC1CCCCC1 (2′-amino-6-bromo-1′-(cyclohexylmethyl)-2-phenylspiro[chroman-4,4′-imidazol]-5′(1′H)-one), CN(C(=O)C1=CC=C(C=C1)B(O)O)C (4-(dimethylcarbamoyl)phenylboronic acid). The reagents and catalysts are Cl[Pd]([P](C1=CC=CC=C1)(C2=CC=CC=C2)C3=CC=CC=C3)([P](C4=CC=CC=C4)(C5=CC=CC=C5)C6=CC=CC=C6)Cl (Pd(PPh3)2Cl2). The solvent is O1CCOCC1 (1,4-dioxane), C(=O)([O-])[O-].[Cs+].[Cs+] (Cs2CO3). Reaction conditions: temperature 120 celsius. The product is NC=1N(C(C2(N1)CC(OC1=CC=C(C=C12)C1=CC=C(C(=O)N(C)C)C=C1)C1=CC=CC=C1)=O)C (4-(2′-amino-1′-methyl-5′-oxo-2-phenyl-1′,5′-dihydrospiro[chroman-4,4′-imidazole]-6-yl)-N,N-dimethylbenzamide). Isolated yield 33.7%. As a reaction SMILES: [NH2:1][C:2]1[N:3]([CH2:24]C2CCCCC2)[C:4](=[O:23])[C:5]2([C:15]3[C:10](=[CH:11][CH:12]=[C:13](Br)[CH:14]=3)[O:9][CH:8]([C:17]3[CH:22]=[CH:21][CH:20]=[CH:19][CH:18]=3)[CH2:7]2)[N:6]=1.[CH3:31][N:32]([CH3:44])[C:33]([C:35]1[CH:40]=[CH:39][C:38](B(O)O)=[CH:37][CH:36]=1)=[O:34]>O1CCOCC1.C([O-])([O-])=O.[Cs+].[Cs+].Cl[Pd](Cl)([P](C1C=CC=CC=1)(C1C=CC=CC=1)C1C=CC=CC=1)[P](C1C=CC=CC=1)(C1C=CC=CC=1)C1C=CC=CC=1>[NH2:1][C:2]1[N:3]([CH3:24])[C:4](=[O:23])[C:5]2([C:15]3[C:14](=[CH:13][CH:12]=[C:11]([C:38]4[CH:39]=[CH:40][C:35]([C:33]([N:32]([CH3:44])[CH3:31])=[O:34])=[CH:36][CH:37]=4)[CH:10]=3)[O:9][CH:8]([C:17]3[CH:18]=[CH:19][CH:20]=[CH:21][CH:22]=3)[CH2:7]2)[N:6]=1 |f:3.4.5,^1:59,78|. Reported procedure: Pd(PPh3)2Cl2 (10 mg) in a 10 mL tube under Ar was treated sequentially with 2′-amino-6-bromo-1′-(cyclohexylmethyl)-2-phenylspiro[chroman-4,4′-imidazol]-5′(1′H)-one (20 mg, 0.052 mmol) in 1,4-dioxane (1 mL), Cs2CO3 (2 N, 0.3 mL) and 4-(dimethylcarbamoyl)phenylboronic acid (20.1 mg, 0.104 mmol). The mixture was heated at 120° C. in a microwave reactor for 0.5 h. The reaction mixture was concentrated in vacuo to give the residue, which was purified by preparative TLC to give pure 4-(2′-amino-1′-met...